Dataset: the Open Reaction Database (ORD), a public repository of structured organic reaction records. Task: describe an organic reaction: reactants, conditions, products, and yield Product: CC(NC(=O)C1(O)CC1)C(Oc1ccc2c(cnn2-c2ccc(F)cc2)c1)c1ccc(C(F)(F)F)cc1. The reactants are CC(N)C(Oc1ccc2c(cnn2-c2ccc(F)cc2)c1)c1ccc(C(F)(F)F)cc1, O=C(O)C1(O)CC1. Reaction SMILES: [F:1][c:2]1[cH:3][cH:4][c:5](-[n:8]2[n:9][cH:10][c:11]3[cH:12][c:13]([O:17][CH:18]([CH:19]([CH3:20])[NH2:21])[c:22]4[cH:23][cH:24][c:25]([C:28]([F:29])([F:30])[F:31])[cH:26][cH:27]4)[cH:14][cH:15][c:16]23)[cH:6][cH:7]1.[OH:32][C:33]1([C:36](=[O:37])[OH:38])[CH2:34][CH2:35]1>>[F:1][c:2]1[cH:3][cH:4][c:5](-[n:8]2[n:9][cH:10][c:11]3[cH:12][c:13]([O:17][CH:18]([CH:19]([CH3:20])[NH:21][C:36]([C:33]4([OH:32])[CH2:34][CH2:35]4)=[O:37])[c:22]4[cH:23][cH:24][c:25]([C:28]([F:29])([F:30])[F:31])[cH:26][cH:27]4)[cH:14][cH:15][c:16]23)[cH:6][cH:7]1. The reactants are [O-]CC.[Na+] (sodium ethoxide), CNC=1SC(=NN1)S (2-methylamino-5-mercapto-1,3,4-thiadiazole), C(C1=CC=CC=C1)Br (benzyl bromide). Run in C(C)O (ethanol). Reaction conditions: time 15 minute. Yields the product CNC=1SC(=NN1)SCC1=CC=CC=C1 (2-methylamino-5-benzylthio-1,3,4-thiadiazole). Yield: 59.5%. RXN SMILES: [O-]CC.[Na+].[CH3:5][NH:6][C:7]1[S:8][C:9]([SH:12])=[N:10][N:11]=1.[CH2:13](Br)[C:14]1[CH:19]=[CH:18][CH:17]=[CH:16][CH:15]=1>C(O)C>[CH3:5][NH:6][C:7]1[S:8][C:9]([S:12][CH2:13][C:14]2[CH:19]=[CH:18][CH:17]=[CH:16][CH:15]=2)=[N:10][N:11]=1 |f:0.1|. Procedure: To a solution of sodium ethoxide in ethanol (prepared by adding 13.5 g of anhydrous sodium methoxide to 300 ml of absolute ethanol) was added 31 g of 2-methylamino-5-mercapto-1,3,4-thiadiazole. After stirring for 15 min. at room temperature, 36 g of benzyl bromide was added to the homogeneous solution and the reaction heated to reflux of 4 hrs. At the end of the reflux period, most of the ethanol was removed at reduced pressure, water was added and the reaction extracted with ethyl acetate, whic... Starting materials: Cl (HCl), C(C)(C)(C)OC(=O)NCC1CCN(CC1)CC=1C=CC2=C(N(/C(/N2)=N/C(C2=CC=C(C=C2)F)=O)[C@H]2CC[C@H](CC2)C(=O)O)C1 (cis-4-((E)-6-((4-((tert-butoxycarbonylamino)methyl)piperidin-1-yl)methyl)-2-(4-fluorobenzoylimino)-2,3-dihydro-1H-benzo[d]imidazol-1-yl)cyclohexanecarboxylic acid), S(=O)(Cl)Cl (thionyl chloride), C(C)(C)N (isopropylamine). Solvent: C1CCOC1 (THF). Reaction conditions: time 30 minute. Product: NCC1CCN(CC1)CC=1C=CC2=C(N(\C(\N2)=N\C(C2=CC=C(C=C2)F)=O)[C@@H]2CC[C@@H](CC2)C(NC(C)C)=O)C1 ((E)-N-(6-((4-(aminomethyl)piperidin-1-yl)methyl)-1-(cis-4-(isopropylcarbamoyl)cyclohexyl)-1H-benzo[d]imidazol-2(3H)-ylidene)-4-fluorobenzamide). Yield: 58.2%. Reaction SMILES: C(OC([NH:8][CH2:9][CH:10]1[CH2:15][CH2:14][N:13]([CH2:16][C:17]2[CH:18]=[CH:19][C:20]3[NH:24]/[C:23](=[N:25]\[C:26](=[O:34])[C:27]4[CH:32]=[CH:31][C:30]([F:33])=[CH:29][CH:28]=4)/[N:22]([C@@H:35]4[CH2:40][CH2:39][C@H:38]([C:41](O)=[O:42])[CH2:37][CH2:36]4)[C:21]=3[CH:44]=2)[CH2:12][CH2:11]1)=O)(C)(C)C.S(Cl)(Cl)=O.[CH:49]([NH2:52])([CH3:51])[CH3:50].Cl>C1COCC1>[NH2:8][CH2:9][CH:10]1[CH2:15][CH2:14][N:13]([CH2:16][C:17]2[CH:18]=[CH:19][C:20]3[NH:24]/[C:23](=[N:25]\[C:26](=[O:34])[C:27]4[CH:28]=[CH:29][C:30]([F:33])=[CH:31][CH:32]=4)/[N:22]([C@H:35]4[CH2:36][CH2:37][C@@H:38]([C:41](=[O:42])[NH:52][CH:49]([CH3:51])[CH3:50])[CH2:39][CH2:40]4)[C:21]=3[CH:44]=2)[CH2:12][CH2:11]1. Procedure: A suspension of cis-4-((E)-6-((4-((tert-butoxycarbonylamino)methyl)piperidin-1-yl)methyl)-2-(4-fluorobenzoylimino)-2,3-dihydro-1H-benzo[d]imidazol-1-yl)cyclohexanecarboxylic acid (0.57 g, 0.94 mmol) in thionyl chloride (6.85 mL, 94 mmol) under nitrogen atmosphere was stirred for 30 minutes at RT and then concentrated to dryness. The residue was suspended in THF (9.4 mL) and cooled in an ice bath under nitrogen atmosphere. To the resulting mixture was added isopropylamine (0.804 mL, 9.38 mmol) as... Starting materials: ClC1=NC(=CN=C1)Cl (2,6-dichloropyrazine), C1(=CC=CC=C1)C1=CC=C(C=C1)O (4-phenyl-phenol). The solvent is CCOC(=O)C (AcOEt), C1CCCCC1 (cyclohexane). The product is ClC1=NC(=CN=C1)OC1=CC=C(C=C1)C1=CC=CC=C1 (2-Chloro-6-(4-phenyl-phenyl-oxy)-pyrazine). The yield is 99.0%. RXN SMILES: Cl[C:2]1[CH:7]=[N:6][CH:5]=[C:4]([Cl:8])[N:3]=1.[C:9]1([C:15]2[CH:20]=[CH:19][C:18]([OH:21])=[CH:17][CH:16]=2)[CH:14]=[CH:13][CH:12]=[CH:11][CH:10]=1>CCOC(C)=O.C1CCCCC1>[Cl:8][C:4]1[CH:5]=[N:6][CH:7]=[C:2]([O:21][C:18]2[CH:17]=[CH:16][C:15]([C:9]3[CH:14]=[CH:13][CH:12]=[CH:11][CH:10]=3)=[CH:20][CH:19]=2)[N:3]=1. Procedure: Using Method DD (reaction time: 20 hours) with 2,6-dichloropyrazine (200 mg, 1.34 mmol) and 4-phenyl-phenol (268 mg, 1.49 mmol), and purification by column chromatography (AcOEt:cyclohexane, 1:2), the title compound was obtained (376 mg). Yield: 99%. 1H NMR (250 MHz, DMSO-d6) δ 7.40-7.60 (m, 5H, Harom), 7.76 (d, 2H, Harom 3+5, J=7.1 Hz), 7.82 (d, 2H, Harom 2+6, J=8.7 Hz), 8.59 (s, 1H, HPz 5), 8.65 (s, 1H, HPz 3). m/z: 283.1 [(M+H)+, calcd for C16H11ClN2O 282.1].− The reactants are C1CCOC1, Cc1ccc(N)cc1O, CC(=O)c1ccc(C(=O)Nc2cccc(C(=O)c3ccc4c(c3)NC(=O)C4=CO)c2)s1. The product is CC(=O)c1ccc(C(=O)Nc2cccc(C(=O)c3ccc4c(c3)NC(=O)C4=CNc3ccc(C)c(O)c3)c2)s1. RXN SMILES: [CH2:41]1[O:42][CH2:43][CH2:44][CH2:45]1.[NH2:32][c:33]1[cH:34][cH:35][c:36]([CH3:40])[c:37]([OH:39])[cH:38]1.[OH:1][CH:2]=[C:3]1[C:4](=[O:31])[NH:5][c:6]2[cH:7][c:8]([C:12](=[O:13])[c:14]3[cH:15][c:16]([NH:20][C:21](=[O:22])[c:23]4[s:24][c:25]([C:28]([CH3:29])=[O:30])[cH:26][cH:27]4)[cH:17][cH:18][cH:19]3)[cH:9][cH:10][c:11]21>>[CH:2](=[C:3]1[C:4](=[O:31])[NH:5][c:6]2[cH:7][c:8]([C:12](=[O:13])[c:14]3[cH:15][c:16]([NH:20][C:21](=[O:22])[c:23]4[s:24][c:25]([C:28]([CH3:29])=[O:30])[cH:26][cH:27]4)[cH:17][cH:18][cH:19]3)[cH:9][cH:10][c:11]21)[NH:32][c:33]1[cH:34][cH:35][c:36]([CH3:40])[c:37]([OH:39])[cH:38]1. Reactants: O=C([O-])[O-], CN(C)C=O, N#Cc1ccc(C(=O)CCCCCl)cc1, Cl, [I-], [K+], [K+], [K+], N#Cc1cccc(O)c1. Yields the product N#Cc1ccc(C(=O)CCCCOc2cccc(C#N)c2)cc1. RXN SMILES: [C:16](=[O:17])([O-:18])[O-:19].[CH3:34][N:35]([CH3:36])[CH:37]=[O:38].[Cl:1][CH2:2][CH2:3][CH2:4][CH2:5][C:6](=[O:7])[c:8]1[cH:9][cH:10][c:11]([C:12]#[N:13])[cH:14][cH:15]1.[ClH:33].[I-:23].[K+:20].[K+:21].[K+:22].[OH:24][c:25]1[cH:26][c:27]([C:28]#[N:29])[cH:30][cH:31][cH:32]1>>[CH2:2]([CH2:3][CH2:4][CH2:5][C:6](=[O:7])[c:8]1[cH:9][cH:10][c:11]([C:12]#[N:13])[cH:14][cH:15]1)[O:24][c:25]1[cH:26][c:27]([C:28]#[N:29])[cH:30][cH:31][cH:32]1. The reactants are S(=O)(=O)(Cl)Cl (sulfuryl chloride), C([O-])([O-])=O.[K+].[K+] (potassium carbonate), C(C)N(C(=O)NC1CN([C@@H]2CC3=C(NC4=CC=CC([C@H]2C1)=C34)C3SCCS3)C)CC (1,1-diethyl-3-[2-(1,3-dithiolan-2-yl)-6-methyl-8ergolinyl]urea), O (water). Solvent: C(Cl)(Cl)Cl (chloroform), C(Cl)(Cl)Cl (chloroform). Run at time 3 hour. Yields the product C(C)N(C(=O)N[C@@H]1CN([C@@H]2CC3=C(NC4=CC=CC([C@H]2C1)=C34)C=O)C)CC (1,1-diethyl-3-(6-methyl-2-formyl-8α-ergolinyl)urea). Yield: 61.0%. Reaction SMILES: [CH2:1]([N:3]([CH2:29][CH3:30])[C:4]([NH:6][CH:7]1[CH2:21][C@H:20]2[C@@H:10]([CH2:11][C:12]3[C:22]4[C:15](=[CH:16][CH:17]=[CH:18][C:19]2=4)[NH:14][C:13]=3[CH:23]2SCCS2)[N:9]([CH3:28])[CH2:8]1)=[O:5])[CH3:2].O.S(Cl)(Cl)(=O)=[O:33].C(=O)([O-])[O-].[K+].[K+]>C(Cl)(Cl)Cl>[CH2:1]([N:3]([CH2:29][CH3:30])[C:4]([NH:6][C@H:7]1[CH2:21][C@H:20]2[C@@H:10]([CH2:11][C:12]3[C:22]4[C:15](=[CH:16][CH:17]=[CH:18][C:19]2=4)[NH:14][C:13]=3[CH:23]=[O:33])[N:9]([CH3:28])[CH2:8]1)=[O:5])[CH3:2] |f:3.4.5|. Reported procedure: Under argon, 2.12 g (5 mmol) of 1,1-diethyl-3-[2-(1,3-dithiolan-2-yl)-6-methyl-8ergolinyl]urea is dissolved in 40 ml of chloroform. Then 3.5 g of silica gel is added and, under vigorous agitation, 3.5 ml of water is introduced dropwise. During a time period of 30 minutes, a solution of 1.18 ml of sulfuryl chloride in 30 ml of chloroform is added dropwise. After 3 hours of agitation at room temperature, 7.5 g of potassium carbonate is added and the mixture vigorously stirred for 20 minutes. The p... The reactants are COC1=CC=C(C(=O)NCCCN2CCCCC2)C=C1 (4-methoxy-N-(3-piperidin-1-ylpropyl)benzamide), B (borane). Run in C1CCOC1 (THF). The product is COC1=CC=C(CNCCCN2CCCCC2)C=C1 (N-(4-methoxybenzyl)-3-piperidin-1-ylpropan-1-amine). The yield is 21.7%. As a reaction SMILES: [CH3:1][O:2][C:3]1[CH:20]=[CH:19][C:6]([C:7]([NH:9][CH2:10][CH2:11][CH2:12][N:13]2[CH2:18][CH2:17][CH2:16][CH2:15][CH2:14]2)=O)=[CH:5][CH:4]=1.B>C1COCC1>[CH3:1][O:2][C:3]1[CH:4]=[CH:5][C:6]([CH2:7][NH:9][CH2:10][CH2:11][CH2:12][N:13]2[CH2:18][CH2:17][CH2:16][CH2:15][CH2:14]2)=[CH:19][CH:20]=1. Reported procedure: To a solution of 4-methoxy-N-(3-piperidin-1-ylpropyl)benzamide (1.9 g, 6.9 mmol) in THF (15 mL) was added borane*THF (1M in THF, 10 mL, 10 mmol) and the reaction mixture heated at reflux temperature for 18 h. The solution was cooled to room temperature and quenched with 4N HCl/dioxane (2 mL). The product mixture was washed with diethyl ether (2×50 mL) and basified with 40% (w/w) KOH (aq.). The aqueous layer was extracted with dichloromethane (3×50 mL) and the organic phase dried (Na2SO4) and con... Reactants: N(CCO)CCO (diethanolamine), C([O-])([O-])=O.[Na+].[Na+] (sodium carbonate), C(C=C)Cl (Allyl chloride), C([O-])([O-])=O.[Na+].[Na+] (sodium carbonate), amine. Solvent: ClCCl (dichloromethane). Run at time 12 hour. Yields the product C(C=C)N(CCO)CCO (N-allyldiethanolamine). The yield is 102.5%. As a reaction SMILES: [NH:1]([CH2:5][CH2:6][OH:7])[CH2:2][CH2:3][OH:4].C(=O)([O-])[O-].[Na+].[Na+].[CH2:14](Cl)[CH:15]=[CH2:16]>ClCCl>[CH2:16]([N:1]([CH2:5][CH2:6][OH:7])[CH2:2][CH2:3][OH:4])[CH:15]=[CH2:14] |f:1.2.3|. Reported procedure: A one liter, 3-necked, round bottomed flask, equipped with mechanical stirrer, dry ice condenser, thermometer and addition funnel (mounted atop condenser), was charged with diethanolamine (210.3 g, 2.0 mol). Finely ground sodium carbonate (17 g, 1.1 mol) was added to the flask. The amine was heated and stirred at 80° and the sodium carbonate dissolved. Allyl chloride (168.3 g, 2.2 mol) was added dropwise while keeping the reflux rate low and the temperature between 100° and 110° C. for between 2... Starting materials: BrC1=CC(=C(C(=O)N2CCC(CC2)N2[C@@H](CCC2)COC(C2=CC=CC=C2)=O)C(=C1)C)C (benzoic acid (S)-1-[1-(4-bromo-2,6-dimethyl-benzoyl)-piperidin-4-yl]-pyrrolidin-2-ylmethyl ester), [OH-].[Li+] (lithium hydroxide). Solvent: C1CCOC1.CO (THF MeOH). Run at temperature 50 celsius, time 2 hour. The product is BrC1=CC(=C(C(=C1)C)C(=O)N1CCC(CC1)N1[C@@H](CCC1)CO)C ((4-Bromo-2,6-dimethyl-phenyl)-[4-((S)-2-hydroxymethyl-pyrrolidin-1-yl)-piperidin-1-yl]-methanone). Yield: 68.4%. Reaction SMILES: [Br:1][C:2]1[CH:30]=[C:29]([CH3:31])[C:5]([C:6]([N:8]2[CH2:13][CH2:12][CH:11]([N:14]3[CH2:18][CH2:17][CH2:16][C@H:15]3[CH2:19][O:20]C(=O)C3C=CC=CC=3)[CH2:10][CH2:9]2)=[O:7])=[C:4]([CH3:32])[CH:3]=1.[OH-].[Li+]>C1COCC1.CO>[Br:1][C:2]1[CH:3]=[C:4]([CH3:32])[C:5]([C:6]([N:8]2[CH2:9][CH2:10][CH:11]([N:14]3[CH2:18][CH2:17][CH2:16][C@H:15]3[CH2:19][OH:20])[CH2:12][CH2:13]2)=[O:7])=[C:29]([CH3:31])[CH:30]=1 |f:1.2,3.4|. Procedure: To a solution of 2.20 g (4.4 mmol) of benzoic acid (S)-1-[1-(4-bromo-2,6-dimethyl-benzoyl)-piperidin-4-yl]-pyrrolidin-2-ylmethyl ester in 120 ml of THF/MeOH (1:1) was added 11.0 ml (11.0 mmol) of lithium hydroxide solution (1 molar in water) drop by drop and the reaction mixture was then heated up to 50° C. After 2 hours, the solvents were evaporated and the residue poured into crashed ice and extracted twice with CH2Cl2; the organic phases were washed with water, dried over magnesium sulfate, f...